The task is: describe an organic reaction: reactants, conditions, products, and yield. This data is from the Open Reaction Database (ORD), a public repository of structured organic reaction records. Starting materials: BrC=1C(=C(C=C(C(=O)NC2=C(C=CC=C2)O)C1)C(=O)O)O (5-Bromo-3-carboxy-2',4-dihydroxybenzanilide), C(CC)O (n-propanol), S(O)(O)(=O)=O (sulfuric acid), [OH-].[Na+] (sodium hydroxide). Yields the product BrC=1C(=C(C=C(C(=O)NC2=C(C=CC=C2)O)C1)C(=O)OCCC)O (5-bromo-2',4-dihydroxy-3-n-propyloxycarbonylbenzanilide). Isolated yield 54.5%. RXN SMILES: [Br:1][C:2]1[C:3]([OH:21])=[C:4]([C:18]([OH:20])=[O:19])[CH:5]=[C:6]([CH:17]=1)[C:7]([NH:9][C:10]1[CH:15]=[CH:14][CH:13]=[CH:12][C:11]=1[OH:16])=[O:8].S(=O)(=O)(O)O.[OH-].[Na+].[CH2:29](O)[CH2:30][CH3:31]>>[Br:1][C:2]1[C:3]([OH:21])=[C:4]([C:18]([O:20][CH2:29][CH2:30][CH3:31])=[O:19])[CH:5]=[C:6]([CH:17]=1)[C:7]([NH:9][C:10]1[CH:15]=[CH:14][CH:13]=[CH:12][C:11]=1[OH:16])=[O:8] |f:2.3|. Procedure: 5-Bromo-3-carboxy-2',4-dihydroxybenzanilide (1.0 g.) described in Example 4 was dissolved in n-propanol (50 ml.), and after adding conc. sulfuric acid (1 ml.) the solution was refluxed for 8 hours. After neutralizing with sodium hydroxide solution, the reaction solution was evaporated to dryness and the residue was washed with 5% sodium bicarbonate solution and recrystallized from aqueous acetone to give 5-bromo-2',4-dihydroxy-3-n-propyloxycarbonylbenzanilide (0.61 g.). Yield: 54.5% Melting poin... Reactants: CN(C)C(=O)CNc1cc(-c2ccccc2)nc(-c2ccc(C(F)(F)F)cc2)n1, CC(=O)O, O=C1CCC(=O)N1Cl. Yields the product CN(C)C(=O)CNc1nc(-c2ccc(C(F)(F)F)cc2)nc(-c2ccccc2)c1Cl. RXN SMILES: [CH3:1][N:2]([C:3]([CH2:4][NH:5][c:6]1[n:7][c:8](-[c:18]2[cH:19][cH:20][c:21]([C:24]([F:25])([F:26])[F:27])[cH:22][cH:23]2)[n:9][c:10](-[c:12]2[cH:13][cH:14][cH:15][cH:16][cH:17]2)[cH:11]1)=[O:28])[CH3:29].[CH3:38][C:39](=[O:40])[OH:41].[Cl:30][N:31]1[C:32](=[O:33])[CH2:34][CH2:35][C:36]1=[O:37]>>[CH3:1][N:2]([C:3]([CH2:4][NH:5][c:6]1[n:7][c:8](-[c:18]2[cH:19][cH:20][c:21]([C:24]([F:25])([F:26])[F:27])[cH:22][cH:23]2)[n:9][c:10](-[c:12]2[cH:13][cH:14][cH:15][cH:16][cH:17]2)[c:11]1[Cl:30])=[O:28])[CH3:29]. Starting materials: C(C)(C)NC(OCC1(C(=CC(C2=CC=CC=C12)=O)OC)CCC(C)C)=O ([2-methoxy-1-(3-methylbutyl)-4-oxo-1,4-dihydronaphthalen-1-yl]methyl isopropylcarbamate), I[Si](C)(C)C (iodotrimethylsilane), [Si](C)(C)(C)I (TMSI). Run in C(C)#N (acetonitrile). Reaction conditions: time 3 hour. Product: C(C)(C)NC(OCC1(C(CC(C2=CC=CC=C12)=O)=O)CCC(C)C)=O ([1-(3-methylbutyl)-2,4-dioxo-1,2,3,4-tetrahydronaphthalen-1-yl]methyl isopropylcarbamate). The yield is 77.2%. As a reaction SMILES: [CH:1]([NH:4][C:5](=[O:26])[O:6][CH2:7][C:8]1([CH2:21][CH2:22][CH:23]([CH3:25])[CH3:24])[C:17]2[C:12](=[CH:13][CH:14]=[CH:15][CH:16]=2)[C:11](=[O:18])[CH:10]=[C:9]1[O:19]C)([CH3:3])[CH3:2].I[Si](C)(C)C>C(#N)C>[CH:1]([NH:4][C:5](=[O:26])[O:6][CH2:7][C:8]1([CH2:21][CH2:22][CH:23]([CH3:25])[CH3:24])[C:17]2[C:12](=[CH:13][CH:14]=[CH:15][CH:16]=2)[C:11](=[O:18])[CH2:10][C:9]1=[O:19])([CH3:3])[CH3:2]. Procedure: To a solution of Example 180B (32 mg, 0.09 mmol) in acetonitrile (1 mL) was added iodotrimethylsilane (TMSI) (19 μL, 0.13 mmol). The reaction solution was stirred at room temperature for 3 h. After which, additional 1.5 equivalents of TMSI (19 μL) were added and stirring was continued for 2 h. The solution was quenched with water (2 mL) and extracted with ethyl acetate (2× 1 mL). The combined organic extracts were dried (Na2SO4) and concentrated in vacuo. Column chromatography on silica (70% eth...